Dataset: the Open Reaction Database (ORD), a public repository of structured organic reaction records. Task: describe an organic reaction: reactants, conditions, products, and yield Reactants: C(C)(C)(C)OC(=O)NC1CCN(CC1)CCC(C1=CC=CC=C1)C1=CC=CC=C1 (4-tert-butoxycarbonylamino-1-N-(3,3-diphenylpropyl)piperidine), FC(C(=O)O)(F)F (trifluoroacetic acid), C1(=CC=CC=C1)C (toluene). The solvent is C(Cl)Cl (DCM). Run at time 3 hour. Product: di-trifluoroacetic acid, NC1CCN(CC1)CCC(C1=CC=CC=C1)C1=CC=CC=C1 (4-Amino-1-(3,3-diphenylpropyl)piperidine). Yield: 76.0%. RXN SMILES: C(OC([NH:8][CH:9]1[CH2:14][CH2:13][N:12]([CH2:15][CH2:16][CH:17]([C:24]2[CH:29]=[CH:28][CH:27]=[CH:26][CH:25]=2)[C:18]2[CH:23]=[CH:22][CH:21]=[CH:20][CH:19]=2)[CH2:11][CH2:10]1)=O)(C)(C)C.FC(F)(F)C(O)=O.C1(C)C=CC=CC=1>C(Cl)Cl>[NH2:8][CH:9]1[CH2:14][CH2:13][N:12]([CH2:15][CH2:16][CH:17]([C:18]2[CH:19]=[CH:20][CH:21]=[CH:22][CH:23]=2)[C:24]2[CH:25]=[CH:26][CH:27]=[CH:28][CH:29]=2)[CH2:11][CH2:10]1. Procedure: To a solution of 4-tert-butoxycarbonylamino-1-N-(3,3-diphenylpropyl)piperidine (Method J) (10 g, 25 mmol) in DCM (100 ml) was added trifluoroacetic acid (20 ml) dropwise. After 3 h, toluene was added and the reaction mixture was concentrated to give the di-trifluoroacetic acid salt of the title compound as an oil (9.7 g, 19 mmol); MS: 295. Starting materials: N1CCOCC1 (Morpholine), C[Al](C)C (trimethylaluminum), resulting solution, ClC1=CC2=C(C(C3=C(C(N2)=O)NN=C3C(=O)OCC)=O)C=C1 (7-chloro-3-(ethoxycarbonyl)pyrazolo[3,4-c][1]benzazepine-4,10(1H,9H)-dione). Run in C1(=CC=CC=C1)C (toluene), C1(=CC=CC=C1)C (toluene). Conditions: time 20 minute. The product is ClC1=CC2=C(C(C3=C(C(N2)=O)NN=C3C(=O)N3CCOCC3)=O)C=C1 (7-Chloro-3-(morpholinocarbonyl)pyrazolo[3,4-c][1]-benzazepine-4,10(1H,9H)-dione). Isolated yield 79.6%. Reaction SMILES: [NH:1]1[CH2:6][CH2:5][O:4][CH2:3][CH2:2]1.C[Al](C)C.[Cl:11][C:12]1[CH:32]=[CH:31][C:15]2[C:16](=[O:30])[C:17]3[C:24]([C:25](OCC)=[O:26])=[N:23][NH:22][C:18]=3[C:19](=[O:21])[NH:20][C:14]=2[CH:13]=1>C1(C)C=CC=CC=1>[Cl:11][C:12]1[CH:32]=[CH:31][C:15]2[C:16](=[O:30])[C:17]3[C:24]([C:25]([N:1]4[CH2:6][CH2:5][O:4][CH2:3][CH2:2]4)=[O:26])=[N:23][NH:22][C:18]=3[C:19](=[O:21])[NH:20][C:14]=2[CH:13]=1. Reported procedure: Morpholine (268 μL, 3.06 mmol) was added to a solution of trimethylaluminum in toluene (1.56 mL, 3.13 mmol) and the solution was stirred for 20 minutes. A portion (365 μL) of the resulting solution was added to a solution of 7-chloro-3-(ethoxycarbonyl)pyrazolo[3,4-c][1]benzazepine-4,10(1H,9H)-dione (100 mg, 0.313 mmol) in toluene (0.760 mL). The resulting solution was stirred for 4 hours at room temperature and then quenched with aqueous hydrochloric acid (1.88 mL, 1N) and water (50 mL). The aqu...